Task: describe an organic reaction: reactants, conditions, products, and yield. Dataset: the Open Reaction Database (ORD), a public repository of structured organic reaction records The reactants are CO, O=C(NCc1ccc(F)cc1F)c1cn2c(c(OCc3ccccc3)c1=O)C(=O)N1CC3CCCN3C1C2. The product is O=C(NCc1ccc(F)cc1F)c1cn2c(c(O)c1=O)C(=O)N1CC3CCCN3C1C2. RXN SMILES: [CH3:39][OH:40].[F:1][c:2]1[c:3]([CH2:9][NH:10][C:11](=[O:12])[c:13]2[c:14](=[O:38])[c:15]([O:30][CH2:31][c:32]3[cH:33][cH:34][cH:35][cH:36][cH:37]3)[c:16]3[n:17]([cH:29]2)[CH2:18][CH:19]2[N:20]([C:21]3=[O:22])[CH2:23][CH:24]3[N:25]2[CH2:26][CH2:27][CH2:28]3)[cH:4][cH:5][c:6]([F:8])[cH:7]1>>[F:1][c:2]1[c:3]([CH2:9][NH:10][C:11](=[O:12])[c:13]2[c:14](=[O:38])[c:15]([OH:30])[c:16]3[n:17]([cH:29]2)[CH2:18][CH:19]2[N:20]([C:21]3=[O:22])[CH2:23][CH:24]3[N:25]2[CH2:26][CH2:27][CH2:28]3)[cH:4][cH:5][c:6]([F:8])[cH:7]1. Starting materials: ClC1=NC=2C3=C(C=NC2C=C1)CN(C(N3C3=CC(=CC=C3)C(F)(F)F)=O)C (9-chloro-3-methyl-1-(3-(trifluoromethyl)phenyl)-3,4-dihydropyrimido[5,4-c][1,5]naphthyridin-2(1H)-one), C([O-])([O-])=O.[Na+].[Na+] (sodium carbonate), CC1(OB(OC1(C)C)C=1C=CC(=NC1)NC(C)=O)C (N-(5-(4,4,5,5-tetramethyl-1,3,2-dioxaborolan-2-yl)pyridin-2-yl)acetamide). Reagents/catalysts: [Pd].C1(=CC=CC=C1)P(C1=CC=CC=C1)C1=CC=CC=C1.C1(=CC=CC=C1)P(C1=CC=CC=C1)C1=CC=CC=C1.C1(=CC=CC=C1)P(C1=CC=CC=C1)C1=CC=CC=C1.C1(=CC=CC=C1)P(C1=CC=CC=C1)C1=CC=CC=C1 (tetrakis(triphenylphosphine) palladium). Run in O1CCOCC1 (1,4-dioxane). The product is CN1C(N(C2=C(C=NC=3C=CC(=NC23)C=2C=CC(=NC2)NC(C)=O)C1)C1=CC(=CC=C1)C(F)(F)F)=O (N-(5-(3-methyl-2-oxo-1-(3-(trifluoromethyl)phenyl)-1,2,3,4-tetrahydropyrimido[5,4-c][1,5]naphthyridin-9-yl)pyridin-2-yl)acetamide). Yield: 67.8%. RXN SMILES: Cl[C:2]1[CH:11]=[CH:10][C:9]2[N:8]=[CH:7][C:6]3[CH2:12][N:13]([CH3:27])[C:14](=[O:26])[N:15]([C:16]4[CH:21]=[CH:20][CH:19]=[C:18]([C:22]([F:25])([F:24])[F:23])[CH:17]=4)[C:5]=3[C:4]=2[N:3]=1.C(=O)([O-])[O-].[Na+].[Na+].CC1(C)C(C)(C)OB([C:42]2[CH:43]=[CH:44][C:45]([NH:48][C:49](=[O:51])[CH3:50])=[N:46][CH:47]=2)O1>O1CCOCC1.[Pd].C1(P(C2C=CC=CC=2)C2C=CC=CC=2)C=CC=CC=1.C1(P(C2C=CC=CC=2)C2C=CC=CC=2)C=CC=CC=1.C1(P(C2C=CC=CC=2)C2C=CC=CC=2)C=CC=CC=1.C1(P(C2C=CC=CC=2)C2C=CC=CC=2)C=CC=CC=1>[CH3:27][N:13]1[CH2:12][C:6]2[CH:7]=[N:8][C:9]3[CH:10]=[CH:11][C:2]([C:42]4[CH:43]=[CH:44][C:45]([NH:48][C:49](=[O:51])[CH3:50])=[N:46][CH:47]=4)=[N:3][C:4]=3[C:5]=2[N:15]([C:16]2[CH:21]=[CH:20][CH:19]=[C:18]([C:22]([F:25])([F:24])[F:23])[CH:17]=2)[C:14]1=[O:26] |f:1.2.3,6.7.8.9.10|. Procedure: 9-chloro-3-methyl-1-(3-(trifluoromethyl)phenyl)-3,4-dihydropyrimido[5,4-c][1,5]naphthyridin-2(1H)-one (314 mg, 0.80 mmol), tetrakis(triphenylphosphine) palladium (15 mg, 0.013 mmol) and 2N aqueous sodium carbonate solution (1.3 mL) were added sequentially to a solution of N-(5-(4,4,5,5-tetramethyl-1,3,2-dioxaborolan-2-yl)pyridin-2-yl)acetamide (225 mg, 0.858 mmol) in 1,4-dioxane (15 mL), and reacted under nitrogen at 90° C. for 16 h, cooled to room temperature, filtered, the organic layer was co... Starting materials: O=C([O-])O, OCC1CCCNC1, [Na+], BrCCOc1ccccc1. Yields the product OCC1CCCN(CCOc2ccccc2)C1. As a reaction SMILES: [C:19](=[O:20])([OH:21])[O-:22].[NH:11]1[CH2:12][CH:13]([CH2:17][OH:18])[CH2:14][CH2:15][CH2:16]1.[Na+:23].[c:1]1([O:7][CH2:8][CH2:9][Br:10])[cH:2][cH:3][cH:4][cH:5][cH:6]1>>[c:1]1([O:7][CH2:8][CH2:9][N:11]2[CH2:12][CH:13]([CH2:17][OH:18])[CH2:14][CH2:15][CH2:16]2)[cH:2][cH:3][cH:4][cH:5][cH:6]1. Reactants: CC(C)OC(=O)/N=N/C(=O)OC(C)C (DIAD), C(C)(C)(C)OC(=O)[C@H]1N(CCC1)CCO (1-(2-hydroxy-ethyl)-pyrrolidine-2-(S)-carboxylic acid tert butyl ester), ClC=1C=CC(=C(C1)O)I (5-Chloro-2-iodophenol), C1=CC=C(C=C1)P(C2=CC=CC=C2)C3=CC=CC=C3 (PPh3). The solvent is heptanes, C1CCOC1 (THF), C1CCOC1 (THF). Reaction conditions: time 20 minute. The product is C(C)(C)(C)OC(=O)[C@H]1N(CCC1)CCOC1=C(C=CC(=C1)Cl)I ((S)-1-[2-(5-Chloro-2-iodo-phenoxy)-ethyl]-pyrrolidine-2-carboxylic acid tert-butyl ester), oil. Yield: 72.0%. Reaction SMILES: [Cl:1][C:2]1[CH:3]=[CH:4][C:5]([I:9])=[C:6]([OH:8])[CH:7]=1.C1C=CC(P(C2C=CC=CC=2)C2C=CC=CC=2)=CC=1.CC(OC(/N=N/C(OC(C)C)=O)=O)C.[C:43]([O:47][C:48]([C@@H:50]1[CH2:54][CH2:53][CH2:52][N:51]1[CH2:55][CH2:56]O)=[O:49])([CH3:46])([CH3:45])[CH3:44]>C1COCC1>[C:43]([O:47][C:48]([C@@H:50]1[CH2:54][CH2:53][CH2:52][N:51]1[CH2:55][CH2:56][O:8][C:6]1[CH:7]=[C:2]([Cl:1])[CH:3]=[CH:4][C:5]=1[I:9])=[O:49])([CH3:46])([CH3:45])[CH3:44]. Reported procedure: 5-Chloro-2-iodophenol (801 mg, 3.15 mmol) and PPh3 (1.15 g, 4.41 mmol) were dissolved in THF (25 mL). DIAD (0.91 mL, 4.62 mmol). was added dropwise and the solution was stirred for 20 min. A solution of 1-(2-hydroxy-ethyl)-pyrrolidine-2-(S)-carboxylic acid tert butyl ester (816 mg, 3.79 mmol) in THF (4 mL) was added via canulation. The mixture was stirred for 40 min at 0° C. then for 1.5 h at room temperature and finally for 3 h at 50° C. The mixture was diluted with heptanes (100 mL), washed wi... The reactants are CC(=O)OC(C)=O, CO, Nc1cc(Cl)ccc1S, COc1ccc(O)c(C=O)c1. Yields the product COc1ccc(O)c(C2Sc3ccc(Cl)cc3N2C(C)=O)c1. Reaction SMILES: [CH3:21][C:22](=[O:23])[O:24][C:25](=[O:26])[CH3:27].[CH3:28][OH:29].[NH2:12][c:13]1[c:14]([SH:20])[cH:15][cH:16][c:17]([Cl:19])[cH:18]1.[OH:1][c:2]1[c:3]([CH:4]=[O:5])[cH:6][c:7]([O:10][CH3:11])[cH:8][cH:9]1>>[OH:1][c:2]1[c:3]([CH:4]2[N:12]([C:22]([CH3:21])=[O:23])[c:13]3[c:14]([cH:15][cH:16][c:17]([Cl:19])[cH:18]3)[S:20]2)[cH:6][c:7]([O:10][CH3:11])[cH:8][cH:9]1. The reactants are CCN(C(C)C)C(C)C, CN1Cc2c(Cl)cc(Cl)cc2C(c2cccc(N)c2)C1, ClCCl, O=C(Cl)CCOCCOCCOCCN1C(=O)c2ccccc2C1=O. Product: CN1Cc2c(Cl)cc(Cl)cc2C(c2cccc(NC(=O)CCOCCOCCOCCN3C(=O)c4ccccc4C3=O)c2)C1. Reaction SMILES: [CH2:21]([N:22]([CH:23]([CH3:24])[CH3:25])[CH:26]([CH3:27])[CH3:28])[CH3:29].[Cl:1][c:2]1[cH:3][c:4]2[c:9]([c:10]([Cl:12])[cH:11]1)[CH2:8][N:7]([CH3:13])[CH2:6][CH:5]2[c:14]1[cH:15][c:16]([NH2:17])[cH:18][cH:19][cH:20]1.[Cl:55][CH2:56][Cl:57].[O:30]=[C:31]1[N:32]([CH2:41][CH2:42][O:43][CH2:44][CH2:45][O:46][CH2:47][CH2:48][O:49][CH2:50][CH2:51][C:52](=[O:53])[Cl:54])[C:33](=[O:40])[c:34]2[cH:35][cH:36][cH:37][cH:38][c:39]21>>[Cl:1][c:2]1[cH:3][c:4]2[c:9]([c:10]([Cl:12])[cH:11]1)[CH2:8][N:7]([CH3:13])[CH2:6][CH:5]2[c:14]1[cH:15][c:16]([NH:17][C:52]([CH2:51][CH2:50][O:49][CH2:48][CH2:47][O:46][CH2:45][CH2:44][O:43][CH2:42][CH2:41][N:32]2[C:31](=[O:30])[c:39]3[c:34]([cH:35][cH:36][cH:37][cH:38]3)[C:33]2=[O:40])=[O:53])[cH:18][cH:19][cH:20]1. The reactants are C(=O)C1=C(C=CC=C1)C1=C(C=CC=C1)Cl (2-formyl-(2′-chloro-1,1′-biphenyl)), S1C(NC(C1)=O)=O (2,4-thiazolidinedione), N1CCCCC1 (piperidine), C(C1=CC=CC=C1)(=O)O (benzoic acid). Solvent: C1(=CC=CC=C1)C (toluene), O (water). Yields the product ClC1=C(C=CC=C1)C1=C(C=C2C(NC(S2)=O)=O)C=CC=C1 (5-(2-(2-chlorophenyl)benzylidene)thiazolidine-2,4-dione). As a reaction SMILES: [CH:1]([C:3]1[CH:8]=[CH:7][CH:6]=[CH:5][C:4]=1[C:9]1[CH:14]=[CH:13][CH:12]=[CH:11][C:10]=1[Cl:15])=O.[S:16]1[CH2:20][C:19](=[O:21])[NH:18][C:17]1=[O:22].N1CCCCC1.C(O)(=O)C1C=CC=CC=1>C1(C)C=CC=CC=1.O>[Cl:15][C:10]1[CH:11]=[CH:12][CH:13]=[CH:14][C:9]=1[C:4]1[CH:5]=[CH:6][CH:7]=[CH:8][C:3]=1[CH:1]=[C:20]1[S:16][C:17](=[O:22])[NH:18][C:19]1=[O:21]. Procedure: To a solution of 2-formyl-(2′-chloro-1,1′-biphenyl) (0.12 g, 0.55 mmol) and 2,4-thiazolidinedione (0.08 g, 0.65 mmol) in toluene (10 mL) were added piperidine (0.008 mL, 0.073 mMol) and benzoic acid (0.011 mg, 0.08 mmol), and the reaction was refluxed for 4 h with continuous removal of water. The solvent was then distilled off and the oily residue obtained was purified by chromatography on silica-gel using hexane: ethyl acetate (3:1) as the eluent to yield titled product. Starting materials: [H-].[Na+] (sodium hydride), C(C)S (ethanethiol), CN(C=O)C (N,N-dimethylformamide), CN(C=O)C (N,N-dimethylformamide), Cl.COC1=CC=C(C=C1)C12CNCC2C1 (1-(p-methoxyphenyl)-3-azabicyclo[3.1.0]hexane hydrochloride), CN(C=O)C (N,N-dimethylformamide), [H-].[Na+] (sodium hydride). Product: C(=O)N1CC2(CC2C1)C1=CC=C(C=C1)O (3-formyl-1-(p-hydroxyphenyl)-3-azabicyclo[3.1.0]hexane). Reaction SMILES: [H-].[Na+].C(S)C.Cl.C[O:8][C:9]1[CH:14]=[CH:13][C:12]([C:15]23[CH2:20][CH:19]2[CH2:18][NH:17][CH2:16]3)=[CH:11][CH:10]=1.CN(C)[CH:23]=[O:24]>>[CH:23]([N:17]1[CH2:18][CH:19]2[C:15]([C:12]3[CH:13]=[CH:14][C:9]([OH:8])=[CH:10][CH:11]=3)([CH2:20]2)[CH2:16]1)=[O:24] |f:0.1,3.4|. Procedure details: To a slurry of 7.2 g (0.15 mol) of sodium hydride (50% oil dispersion) in 170 ml of N,N-dimethylformamide at 0°-5° is added a solution of 10.1 ml of ethanethiol in 85 ml of N,N-dimethylformamide over a 15 minute period. An additional 3.16 g portion of sodium hydride is added followed by 14.4 g of 1-(p-methoxyphenyl)-3-azabicyclo[3.1.0]hexane hydrochloride. After the addition of 40 ml of N,N-dimethylformamide, the mixture is refluxed for 4 hours and the solvent is then removed. The residue is dis... Starting materials: COCCOCCOCCOC (triglyme), BrC1=CC(=C(C=C1)C=1SC(=CN1)C(C)O)C ([2-(4-bromo-2-methyl-phenyl)-thiazol-5-yl]-ethanol), ClC1=CC(C2C3CCC(C12)O3)=O (5-chloro-10-oxa-tricyclo[5.2.1.0*2,6*]dec-4-en-3-one), [H-].[Na+] (sodium hydride). Run in O1CCCC1 (tetrahydrofuran). Reaction conditions: time 24 hour. The product is BrC1=CC(=C(C=C1)C=1SC(=CN1)C(C)OC1=CC(C2C3CCC(C12)O3)=O)C (5-{1-[2-(4-bromo-2-methyl-phenyl)-thiazol-5-yl]-ethoxy}-10-oxa-tricyclo[5.2.1.0*2,6*]dec-4-en-3-one). Yield: 73.2%. RXN SMILES: [Br:1][C:2]1[CH:7]=[CH:6][C:5]([C:8]2[S:9][C:10]([CH:13]([OH:15])[CH3:14])=[CH:11][N:12]=2)=[C:4]([CH3:16])[CH:3]=1.Cl[C:18]1[CH:26]2[CH:21]([CH:22]3[O:27][CH:25]2[CH2:24][CH2:23]3)[C:20](=[O:28])[CH:19]=1.[H-].[Na+].COCCOCCOCCOC>O1CCCC1>[Br:1][C:2]1[CH:7]=[CH:6][C:5]([C:8]2[S:9][C:10]([CH:13]([O:15][C:18]3[CH:26]4[CH:21]([CH:22]5[O:27][CH:25]4[CH2:24][CH2:23]5)[C:20](=[O:28])[CH:19]=3)[CH3:14])=[CH:11][N:12]=2)=[C:4]([CH3:16])[CH:3]=1 |f:2.3|. Reported procedure: To a solution of [2-(4-bromo-2-methyl-phenyl)-thiazol-5-yl]-ethanol (450 mg, 1.5 mmol) and 5-chloro-10-oxa-tricyclo[5.2.1.0*2,6*]dec-4-en-3-one (277 mg, 1.5 mmol) in tetrahydrofuran (10 ml) is added in one portion the sodium hydride (60% dispersion in mineral oil, 60 mg, 1.5 mmol). The reaction mixture is stirred at room temperature for 24 hours. The crude reaction mixture is vacced down under reduced pressure and 10 ml of triglyme are added. The reaction mixture is therefore heated to reflux fo... Starting materials: C(C1=CC=CC=C1)N1C=C(C2=CC=CC=C12)C=1OC(=CN1)C=1C=C2C=CC(=CC2=CC1)OCC(=O)OC (methyl ({6-[2-(1-benzyl-1H-indol-3-yl)-1,3-oxazol-5-yl]-2-naphthyl}oxy)acetate), Cl (HCl), [OH-].[Na+] (NaOH). The solvent is C1CCOC1 (THF), O (H2O). Isolated yield 89.6%. RXN SMILES: [CH2:1]([N:8]1[C:16]2[C:11](=[CH:12][CH:13]=[CH:14][CH:15]=2)[C:10]([C:17]2[O:18][C:19]([C:22]3[CH:23]=[C:24]4[C:29](=[CH:30][CH:31]=3)[CH:28]=[C:27]([O:32][CH2:33][C:34]([O:36]C)=[O:35])[CH:26]=[CH:25]4)=[CH:20][N:21]=2)=[CH:9]1)[C:2]1[CH:7]=[CH:6][CH:5]=[CH:4][CH:3]=1.[OH-].[Na+].Cl>C1COCC1.O>[CH2:1]([N:8]1[C:16]2[C:11](=[CH:12][CH:13]=[CH:14][CH:15]=2)[C:10]([C:17]2[O:18][C:19]([C:22]3[CH:23]=[C:24]4[C:29](=[CH:30][CH:31]=3)[CH:28]=[C:27]([O:32][CH2:33][C:34]([OH:36])=[O:35])[CH:26]=[CH:25]4)=[CH:20][N:21]=2)=[CH:9]1)[C:2]1[CH:7]=[CH:6][CH:5]=[CH:4][CH:3]=1 |f:1.2|. Product: C(C1=CC=CC=C1)N1C=C(C2=CC=CC=C12)C=1OC(=CN1)C=1C=C2C=CC(=CC2=CC1)OCC(=O)O (({6-[2-(1-Benzyl-1H-indol-3-yl)-1,3-oxazol-5-yl]-2-naphthyl}oxy)acetic acid). Procedure details: A mixture of methyl ({6-[2-(1-benzyl-1H-indol-3-yl)-1,3-oxazol-5-yl]-2-naphthyl}oxy)acetate (271 mg, 0.555 mmol), prepared in the previous step, and 1N NaOH (1.11 mL, 1.11 mmol) in 35 mL of THF plus 20 mL of H2O was stirred at room temperature for 15 h (overnight). The reaction was acidified by the addition of 1.2 mL of 1N HCl and then concentrated under reduced pressure to remove the THF. The white solid that formed was collected by filtration, rinsed with water and dried under reduced pressure... Reaction conditions: time 8 hour.